Task: describe an organic reaction: reactants, conditions, products, and yield. Dataset: the Open Reaction Database (ORD), a public repository of structured organic reaction records Starting materials: OCCc1ccccc1, C1CCOC1, N#CCc1ccc(O)cc1, c1ccc(P(c2ccccc2)c2ccccc2)cc1. The product is N#CCc1ccc(OCCc2ccccc2)cc1. As a reaction SMILES: [CH2:11]([CH2:12][c:13]1[cH:14][cH:15][cH:16][cH:17][cH:18]1)[OH:19].[CH2:39]1[O:40][CH2:41][CH2:42][CH2:43]1.[OH:1][c:2]1[cH:3][cH:4][c:5]([CH2:6][C:7]#[N:8])[cH:9][cH:10]1.[c:20]1([P:21]([c:22]2[cH:23][cH:24][cH:25][cH:26][cH:27]2)[c:28]2[cH:29][cH:30][cH:31][cH:32][cH:33]2)[cH:34][cH:35][cH:36][cH:37][cH:38]1>>[O:1]([c:2]1[cH:3][cH:4][c:5]([CH2:6][C:7]#[N:8])[cH:9][cH:10]1)[CH2:11][CH2:12][c:13]1[cH:14][cH:15][cH:16][cH:17][cH:18]1.